This data is from the Open Reaction Database (ORD), a public repository of structured organic reaction records. The task is: describe an organic reaction: reactants, conditions, products, and yield Starting materials: C1(=CC=CC=C1)OP(=O)(OC1=CC=CC=C1)CN[C@H](C(=O)NCCC(=O)OCC1=CC=CC=C1)CC1=CC=C(C=C1)C1=CC=CC=C1 (benzyl (S)-N-[2-(diphenylphosphonomethylamino)-3-(4-biphenylyl)-propionyl]-3-aminopropionate). Reagents/catalysts: [Pd] (palladium on carbon). The solvent is C(C)(=O)OCC (ethyl acetate). Yields the product C1(=CC=CC=C1)OP(=O)(OC1=CC=CC=C1)CN[C@H](C(=O)NCCC(=O)O)CC1=CC=C(C=C1)C1=CC=CC=C1 ((S)-N-[2-(diphenylphosphonomethylamino)-3-(4-biphenylyl)propionyl]-3-aminopropionic acid). Reaction SMILES: [C:1]1([O:7][P:8]([CH2:17][NH:18][C@@H:19]([CH2:35][C:36]2[CH:41]=[CH:40][C:39]([C:42]3[CH:47]=[CH:46][CH:45]=[CH:44][CH:43]=3)=[CH:38][CH:37]=2)[C:20]([NH:22][CH2:23][CH2:24][C:25]([O:27]CC2C=CC=CC=2)=[O:26])=[O:21])([O:10][C:11]2[CH:16]=[CH:15][CH:14]=[CH:13][CH:12]=2)=[O:9])[CH:6]=[CH:5][CH:4]=[CH:3][CH:2]=1>C(OCC)(=O)C.[Pd]>[C:1]1([O:7][P:8]([CH2:17][NH:18][C@@H:19]([CH2:35][C:36]2[CH:37]=[CH:38][C:39]([C:42]3[CH:43]=[CH:44][CH:45]=[CH:46][CH:47]=3)=[CH:40][CH:41]=2)[C:20]([NH:22][CH2:23][CH2:24][C:25]([OH:27])=[O:26])=[O:21])([O:10][C:11]2[CH:12]=[CH:13][CH:14]=[CH:15][CH:16]=2)=[O:9])[CH:2]=[CH:3][CH:4]=[CH:5][CH:6]=1. Reported procedure: A solution of benzyl (S)-N-[2-(diphenylphosphonomethylamino)-3-(4-biphenylyl)-propionyl]-3-aminopropionate (1.8 g. 2.77 mmol) in ethyl acetate (30 mL) is hydrogenated in a Parr shaker in the presence of palladium on carbon (10%, 800 mg) at 40 psi for 4 hours. The catalyst is filtered off and washed with methanol (30 mL). After concentration of the filtrate in vacuo, the residue is triturated with ether and the resulting crystalline solid dried under reduced pressure to give (S)-N-[2-(diphenylpho... The reactants are C(C1=CC=CC=C1)O[C@H]1C(OC2(CC2)[C@H]([C@@H]1OCC1=CC=CC=C1)OCC1=CC=CC=C1)O ((6R,7S,8S)-6,7,8-Tris-benzyloxy-4-oxaspiro[2.5]octan-5-ol), CC(C)OC(=O)/N=N/C(=O)OC(C)C (DIAD), COC1=CC=C(CC2=C(C=CC=C2)O)C=C1 (2-(4-methoxybenzyl)-phenol), C1(=CC=CC=C1)P(C1=CC=CC=C1)C1=CC=CC=C1 (triphenyl phosphine). Solvent: C1CCOC1 (THF). Reaction conditions: temperature 0 celsius. Product: C(C1=CC=CC=C1)OC1C(OC2(CC2)C(C1OCC1=CC=CC=C1)OCC1=CC=CC=C1)OC1=C(C=CC=C1)CC1=CC=C(C=C1)OC (6,7,8-tris-benzyloxy-5-[2-(4-methoxy-benzyl)-phenoxy]-4-oxa-spiro[2.5]octane). RXN SMILES: [CH2:1]([O:8][C@@H:9]1[C@@H:16]([O:17][CH2:18][C:19]2[CH:24]=[CH:23][CH:22]=[CH:21][CH:20]=2)[C@H:15]([O:25][CH2:26][C:27]2[CH:32]=[CH:31][CH:30]=[CH:29][CH:28]=2)[C:12]2([CH2:14][CH2:13]2)[O:11][CH:10]1[OH:33])[C:2]1[CH:7]=[CH:6][CH:5]=[CH:4][CH:3]=1.[CH3:34][O:35][C:36]1[CH:49]=[CH:48][C:39]([CH2:40][C:41]2[CH:46]=[CH:45][CH:44]=[CH:43][C:42]=2O)=[CH:38][CH:37]=1.C1(P(C2C=CC=CC=2)C2C=CC=CC=2)C=CC=CC=1.CC(OC(/N=N/C(OC(C)C)=O)=O)C>C1COCC1>[CH2:1]([O:8][CH:9]1[CH:16]([O:17][CH2:18][C:19]2[CH:24]=[CH:23][CH:22]=[CH:21][CH:20]=2)[CH:15]([O:25][CH2:26][C:27]2[CH:28]=[CH:29][CH:30]=[CH:31][CH:32]=2)[C:12]2([CH2:14][CH2:13]2)[O:11][CH:10]1[O:33][C:42]1[CH:43]=[CH:44][CH:45]=[CH:46][C:41]=1[CH2:40][C:39]1[CH:38]=[CH:37][C:36]([O:35][CH3:34])=[CH:49][CH:48]=1)[C:2]1[CH:7]=[CH:6][CH:5]=[CH:4][CH:3]=1. Procedure: (6R,7S,8S)-6,7,8-Tris-benzyloxy-4-oxaspiro[2.5]octan-5-ol (prepared according to an analogous procedure as described in J. Org. Chem. 2002, 67, 3733; Helv. Chim, Acta 1990, 73, 1329; Tetrahedron Lett. 1998, 39, 2021) (220 mg, 0.49 mmol) 2-(4-methoxybenzyl)-phenol (105 mg, 0.49 mmol) and triphenyl phosphine (155 mg, 0.59 mmol) were mixed under argon atmosphere followed by the addition of dry THF. The contents were cooled to 0° C. and DIAD (0.12 ml, 0.59 mmol) was added drop wise. The reaction mix... Starting materials: C(CC(=O)C)(=O)OCC (ethyl acetoacetate), C(C)(C)(C)N1CCC(CC1)NN ((1-tert-butyl-piperidin-4-yl)-hydrazine), C1(CC1)C1=C(C=NN1C(C)C)C=O (5-cyclopropyl-1-isopropyl-1H-pyrazole-4-carbaldehyde). Yields the product C(C)(C)(C)N1CCC(CC1)N1N=CC(=C1C)C=O (1-(1-tert-Butyl-piperidin-4-yl)-5-methyl-1H-pyrazole-4-carbaldehyde). As a reaction SMILES: C(OCC)(=O)CC(C)=O.[C:10]([N:14]1[CH2:19][CH2:18][CH:17]([NH:20][NH2:21])[CH2:16][CH2:15]1)([CH3:13])([CH3:12])[CH3:11].[CH:22]1([C:25]2N(C(C)C)N=[CH:27][C:26]=2[CH:33]=[O:34])CC1>>[C:10]([N:14]1[CH2:15][CH2:16][CH:17]([N:20]2[C:25]([CH3:22])=[C:26]([CH:33]=[O:34])[CH:27]=[N:21]2)[CH2:18][CH2:19]1)([CH3:13])([CH3:11])[CH3:12]. Procedure details: 1-(1-tert-Butyl-piperidin-4-yl)-5-methyl-1H-pyrazole-4-carbaldehyde was prepared from ethyl acetoacetate and (1-tert-butyl-piperidin-4-yl)-hydrazine in the same manner as 5-cyclopropyl-1-isopropyl-1H-pyrazole-4-carbaldehyde (Example 49). The reactants are ClC=1C=C(N)C=CC1F (3-chloro-4-fluoroaniline), BrC1=CN2C(S1)=NC(=C2)C(=O)O (2-bromoimidazo[2,1-b]thiazole-6-carboxylic acid). The product is BrC1=CN2C(S1)=NC(=C2)C(=O)NC2=CC(=C(C=C2)F)Cl (2-Bromo-N-(3-chloro-4-fluorophenyl)imidazo[2,1-b]thiazole-6-carboxamide). RXN SMILES: [Cl:1][C:2]1[CH:3]=[C:4]([CH:6]=[CH:7][C:8]=1[F:9])[NH2:5].[Br:10][C:11]1[S:15][C:14]2=[N:16][C:17]([C:19](O)=[O:20])=[CH:18][N:13]2[CH:12]=1>>[Br:10][C:11]1[S:15][C:14]2=[N:16][C:17]([C:19]([NH:5][C:4]3[CH:6]=[CH:7][C:8]([F:9])=[C:2]([Cl:1])[CH:3]=3)=[O:20])=[CH:18][N:13]2[CH:12]=1. Reported procedure: The title compound was prepared by essentially following the same procedures described for Intermediate XLIV, using 3-chloro-4-fluoroaniline and 2-bromoimidazo[2,1-b]thiazole-6-carboxylic acid as starting materials. Yields the product CNC(=S)NNCC1CC2c3cccc4[nH]cc(c34)CC2N(C)C1. Reaction SMILES: [CH3:1][N:2]1[CH2:3][CH:4]([CH2:18][NH:19][NH2:20])[CH2:5][CH:6]2[c:7]3[cH:8][cH:9][cH:10][c:11]4[nH:12][cH:13][c:14]([c:17]34)[CH2:15][CH:16]12.[CH3:21][N:22]=[C:23]=[S:24].[O:25]1[CH2:26][CH2:27][CH2:28][CH2:29]1>>[CH3:1][N:2]1[CH2:3][CH:4]([CH2:18][NH:19][NH:20][C:23]([NH:22][CH3:21])=[S:24])[CH2:5][CH:6]2[c:7]3[cH:8][cH:9][cH:10][c:11]4[nH:12][cH:13][c:14]([c:17]34)[CH2:15][CH:16]12. The reactants are CN1CC(CNN)CC2c3cccc4[nH]cc(c34)CC21, CN=C=S, C1CCOC1.